This data is from the Open Reaction Database (ORD), a public repository of structured organic reaction records. The task is: describe an organic reaction: reactants, conditions, products, and yield The reactants are N#Cc1ccc(Cn2cc(Cc3ncc[nH]3)c3ccccc32)cc1, CCO, [Na+], [OH-], O, OO. Product: NC(=O)c1ccc(Cn2cc(Cc3ncc[nH]3)c3ccccc32)cc1. RXN SMILES: [C:1](#[N:2])[c:3]1[cH:4][cH:5][c:6]([CH2:7][n:8]2[cH:9][c:10]([CH2:17][c:18]3[nH:19][cH:20][cH:21][n:22]3)[c:11]3[cH:12][cH:13][cH:14][cH:15][c:16]23)[cH:23][cH:24]1.[CH3:30][CH2:31][OH:32].[Na+:28].[OH-:27].[OH2:29].[OH:25][OH:26]>>[C:1]([NH2:2])([c:3]1[cH:4][cH:5][c:6]([CH2:7][n:8]2[cH:9][c:10]([CH2:17][c:18]3[nH:19][cH:20][cH:21][n:22]3)[c:11]3[cH:12][cH:13][cH:14][cH:15][c:16]23)[cH:23][cH:24]1)=[O:25]. Reactants: C1(=CC=CC=C1)OC(NC=1C(=NC(=C(C1)C)C)OC)=O (Phenyl-N-(5,6-dimethyl-2-methoxypyridin-3-yl)carbamate), C1(=C(C(=CC=C1)C)C)N1CCNCC1 (1-(2,3-xylyl)piperazine). Yields the product CC=1C=C(C(=NC1C)OC)NC(=O)N1CCN(CC1)C1=C(C(=CC=C1)C)C (1-[(5,6-dimethyl-2-methoxypyridin-3-yl)aminocarbonyl]-4-(2,3-xylyl)piperazine). Isolated yield 72.0%. As a reaction SMILES: C1(O[C:8](=[O:20])[NH:9][C:10]2[C:11]([O:18][CH3:19])=[N:12][C:13]([CH3:17])=[C:14]([CH3:16])[CH:15]=2)C=CC=CC=1.[C:21]1([N:29]2[CH2:34][CH2:33][NH:32][CH2:31][CH2:30]2)[CH:26]=[CH:25][CH:24]=[C:23]([CH3:27])[C:22]=1[CH3:28]>>[CH3:16][C:14]1[CH:15]=[C:10]([NH:9][C:8]([N:32]2[CH2:33][CH2:34][N:29]([C:21]3[CH:26]=[CH:25][CH:24]=[C:23]([CH3:27])[C:22]=3[CH3:28])[CH2:30][CH2:31]2)=[O:20])[C:11]([O:18][CH3:19])=[N:12][C:13]=1[CH3:17]. Procedure details: Phenyl-N-(5,6-dimethyl-2-methoxypyridin-3-yl)carbamate and 1-(2,3-xylyl)piperazine were reacted by the same way with the example 1 to obtain the titled compound. Procedure: NaN(TMS)2 (1 mL, 1 mmol) was added to an ice cold suspension of hexyltriphenylphosphonium bromide (0.427 g, 1 mmol) in THF (20 mL) and the solution was stirred for 30 min at 0° C. A solution of the benzophenone 39 (0.2 g, 0.33 mmol) in THF (5 mL) was added to the preformed ylide and the solution was stirred at rt overnight. The mixture was partitioned between 1 N HCl (100 mL) and ethyl acetate (100 mL). The organic layer was evaporated and flash chromatographed on SiO2 (230-400 mesh, 50.0 g), el... The reactants are IC=1C=C(C(=O)C2=CC(=C(C(=C2)C(=O)OC)OC)I)C=C(C1OC)C(=O)OC (3,3′-Diiodo-4,4′,-dimethoxy-5,5′-bis(methoxycarbonyl)benzophenone), C[Si](C)(C)[N-][Si](C)(C)C.[Na+] (NaN(TMS)2), ice, [Br-].C(CCCCC)[P+](C1=CC=CC=C1)(C1=CC=CC=C1)C1=CC=CC=C1 (hexyltriphenylphosphonium bromide). As a reaction SMILES: C[Si]([N-][Si](C)(C)C)(C)C.[Na+].[Br-].[CH2:12]([P+](C1C=CC=CC=1)(C1C=CC=CC=1)C1C=CC=CC=1)[CH2:13][CH2:14][CH2:15][CH2:16][CH3:17].[I:37][C:38]1[CH:39]=[C:40]([CH:56]=[C:57]([C:61]([O:63][CH3:64])=[O:62])[C:58]=1[O:59][CH3:60])[C:41]([C:43]1[CH:48]=[C:47]([C:49]([O:51][CH3:52])=[O:50])[C:46]([O:53][CH3:54])=[C:45]([I:55])[CH:44]=1)=O>C1COCC1>[CH3:12][CH2:13][CH2:14][CH2:15][CH2:16][CH:17]=[C:41]([C:43]1[CH:44]=[C:45]([I:55])[C:46]([O:53][CH3:54])=[C:47]([C:49]([O:51][CH3:52])=[O:50])[CH:48]=1)[C:40]1[CH:39]=[C:38]([I:37])[C:58]([O:59][CH3:60])=[C:57]([C:61]([O:63][CH3:64])=[O:62])[CH:56]=1 |f:0.1,2.3|. Yield: 9.8%. Run at temperature 0 celsius, time 30 minute. Product: CCCCCC=C(C1=CC(=C(C(=C1)I)OC)C(=O)OC)C2=CC(=C(C(=C2)I)OC)C(=O)OC (3′,3″-Diiodo-4′,4″-Dimethoxy-5′,5″-bis(methoxycarbonyl)-1,1-diphenyl-1-heptene). Solvent: C1CCOC1 (THF), C1CCOC1 (THF).